From a dataset of the Open Reaction Database (ORD), a public repository of structured organic reaction records. describe an organic reaction: reactants, conditions, products, and yield The reactants are ClC1=C(C=CC(=C1Cl)OC)S (2,3-dichloro-4-methoxythiophenol), [H-].[Na+] (sodium hydride), Cl (hydrochloric acid), BrC(C(=O)O)CC (α-bromobutyric acid). The solvent is CN(C=O)C (dimethylformamide), O (water), CN(C=O)C (dimethylformamide). Run at time 1 hour. Product: ClC1=C(C=CC(=C1Cl)OC)SC(C(=O)O)CC (α-(2,3-dichloro-4-methoxyphenylthio)butyric acid). Isolated yield 90.1%. RXN SMILES: [Cl:1][C:2]1[C:7]([Cl:8])=[C:6]([O:9][CH3:10])[CH:5]=[CH:4][C:3]=1[SH:11].[H-].[Na+].Br[CH:15]([CH2:19][CH3:20])[C:16]([OH:18])=[O:17].Cl>CN(C)C=O.O>[Cl:1][C:2]1[C:7]([Cl:8])=[C:6]([O:9][CH3:10])[CH:5]=[CH:4][C:3]=1[S:11][CH:15]([CH2:19][CH3:20])[C:16]([OH:18])=[O:17] |f:1.2|. Procedure details: To a solution of 4.4 g of 2,3-dichloro-4-methoxythiophenol in 30 ml of anhydrous dimethylformamide is added 1.2 g of sodium hydride in small portions. The mixture is stirred at room temperature until gas evolution subsides (20-30 minutes) and 3.34 g of α-bromobutyric acid in 10 ml of dimethylformamide is added. After stirring at room temperature for 1 hour, the mixture is diluted with water and acidified with conc. hydrochloric acid. The white crystalline solid is filtered, air dried and recryst... Starting materials: [Br-], N#Cc1ccc2c(c1)Nc1ccccc1S2, CCC(C)=O, CC(C)CCNC(=O)c1ccc2c(c1)N(C(C)CN(C)C)c1ccccc1S2, [K+], [K+], [Na+], [OH-], [OH-], O. The product is CC(CN(C)C)N1c2ccccc2Sc2ccc(C#N)cc21. Reaction SMILES: [Br-:1].[C:7]([c:8]1[cH:9][cH:10][c:11]2[c:20]([cH:21]1)[NH:19][c:14]1[c:13]([cH:18][cH:17][cH:16][cH:15]1)[S:12]2)#[N:22].[CH2:52]([C:53]([CH3:54])=[O:55])[CH3:56].[CH3:23][N:24]([CH2:25][CH:26]([CH3:27])[N:28]1[c:29]2[cH:30][cH:31][cH:32][cH:33][c:34]2[S:35][c:36]2[cH:37][cH:38][c:39]([C:42]([NH:44][CH2:43][CH2:45][CH:46]([CH3:47])[CH3:48])=[O:49])[cH:40][c:41]21)[CH3:50].[K+:2].[K+:6].[Na+:4].[OH-:3].[OH-:5].[OH2:51]>>[CH3:23][N:24]([CH2:25][CH:26]([CH3:27])[N:28]1[c:29]2[cH:30][cH:31][cH:32][cH:33][c:34]2[S:35][c:36]2[cH:37][cH:38][c:39]([C:42]#[N:44])[cH:40][c:41]21)[CH3:50]. Reactants: FC1=C(C=CC=C1)C1=NN(C(=C1)N)C (3-(2-fluorophenyl)-1-methyl-1H-pyrazol-5-amine), C(=C)(C)OC(=O)Cl (isopropenylchloroformate). The solvent is C(C)(=O)OCC (ethyl acetate), C(=O)(O)[O-].[Na+] (NaHCO3). Run at time 24 hour. Yields the product FC1=C(C=CC=C1)C1=NN(C(=C1)NC(OC(=C)C)=O)C (prop-1-en-2-yl 3-(2-fluorophenyl)-1-methyl-1H-pyrazol-5-ylcarbamate). Isolated yield 67.2%. As a reaction SMILES: [F:1][C:2]1[CH:7]=[CH:6][CH:5]=[CH:4][C:3]=1[C:8]1[CH:12]=[C:11]([NH2:13])[N:10]([CH3:14])[N:9]=1.[C:15]([O:18][C:19](Cl)=[O:20])([CH3:17])=[CH2:16]>C(OCC)(=O)C.C([O-])(O)=O.[Na+]>[F:1][C:2]1[CH:7]=[CH:6][CH:5]=[CH:4][C:3]=1[C:8]1[CH:12]=[C:11]([NH:13][C:19](=[O:20])[O:18][C:15]([CH3:17])=[CH2:16])[N:10]([CH3:14])[N:9]=1 |f:3.4|. Reported procedure: To a biphasic solution of 3-(2-fluorophenyl)-1-methyl-1H-pyrazol-5-amine (1.19 g, 6.22 mmol) in ethyl acetate (30 mL) and NaHCO3 solution (30 mL) was added isopropenylchloroformate (1.28 g, 10.6 mmol) and mixture was stirred at RT for 24 h. Both layers were separated; the aqueous layer was extracted with ethyl acetate (1×30 mL) and the combined organic layers were washed with brine, dried (Na2SO4) and concentrated to afford crude product which was purified by chromatography (ethyl acetate/hexane... The reactants are ClC1=CC(=NC(=N1)N)N (6-chloro-pyrimidine-2,4-diamine), C1CC(=O)N(C1=O)I (NIS). Product: ClC1=C(C(=NC(=N1)N)N)I (6-Chloro-5-iodo-pyrimidine-2,4-diamine). RXN SMILES: [Cl:1][C:2]1[N:7]=[C:6]([NH2:8])[N:5]=[C:4]([NH2:9])[CH:3]=1.C1C(=O)N([I:17])C(=O)C1>>[Cl:1][C:2]1[N:7]=[C:6]([NH2:8])[N:5]=[C:4]([NH2:9])[C:3]=1[I:17]. Reported procedure: The title compound is synthesized according to general procedure GP1 starting from 25 g (173 mmol) 6-chloro-pyrimidine-2,4-diamine and 39 g (173 mmol) NIS. Yield after precipitation of the product from water: 38.8 g (83%). RXN SMILES: [C:40](=[O:41])([O-:42])[O-:43].[CH2:23]([c:24]1[cH:25][cH:26][cH:27][cH:28][cH:29]1)[O:30][c:31]1[c:32]([OH:39])[cH:33][c:34]([C:37]#[N:38])[cH:35][cH:36]1.[CH3:1][N:2]([C:3]1([C:8](=[O:9])[O:10][CH2:11][CH3:12])[CH2:4][CH2:5][CH2:6][CH2:7]1)[c:13]1[c:14]([F:22])[c:15]([F:21])[n:16][c:17]([F:20])[c:18]1[F:19].[CH3:47][C:48]#[N:49].[CH3:50][CH2:51][O:52][C:53](=[O:54])[CH3:55].[Cs+:44].[Cs+:45].[OH2:46]>>[CH3:1][N:2]([C:3]1([C:8](=[O:9])[O:10][CH2:11][CH3:12])[CH2:4][CH2:5][CH2:6][CH2:7]1)[c:13]1[c:14]([F:22])[c:15]([F:21])[n:16][c:17]([O:39][c:32]2[c:31]([O:30][CH2:23][c:24]3[cH:25][cH:26][cH:27][cH:28][cH:29]3)[cH:36][cH:35][c:34]([C:37]#[N:38])[cH:33]2)[c:18]1[F:19]. The product is CCOC(=O)C1(N(C)c2c(F)c(F)nc(Oc3cc(C#N)ccc3OCc3ccccc3)c2F)CCCC1. The reactants are O=C([O-])[O-], N#Cc1ccc(OCc2ccccc2)c(O)c1, CCOC(=O)C1(N(C)c2c(F)c(F)nc(F)c2F)CCCC1, CC#N, CCOC(C)=O, [Cs+], [Cs+], O. Product: CC(=NNc1nc(C(F)(F)F)nc2ccccc12)c1ccc(C)cc1. As a reaction SMILES: [CH3:17][c:18]1[cH:19][cH:20][c:21]([C:24]([CH3:25])=[O:26])[cH:22][cH:23]1.[F:1][C:2]([c:3]1[n:4][c:5]2[cH:6][cH:7][cH:8][cH:9][c:10]2[c:11]([NH:13][NH2:14])[n:12]1)([F:15])[F:16]>>[F:1][C:2]([c:3]1[n:4][c:5]2[cH:6][cH:7][cH:8][cH:9][c:10]2[c:11]([NH:13][N:14]=[C:24]([c:21]2[cH:20][cH:19][c:18]([CH3:17])[cH:23][cH:22]2)[CH3:25])[n:12]1)([F:15])[F:16]. Reactants: CC(=O)c1ccc(C)cc1, NNc1nc(C(F)(F)F)nc2ccccc12. The reactants are C([O-])([O-])=O.[K+].[K+] (potassium carbonate), C1(=CC=CC=C1)C=1SC(NN1)=O (2-phenyl-1,3,4-thiadiazolin-5-one), C(C#C)Br (propargyl bromide). Solvent: CC(=O)C (acetone). The product is C1(=CC=CC=C1)C=1SC(N(N1)CC#C)=O (2-phenyl-4-propargyl-1,3,4-thiadiazolin-5-one). Isolated yield 54.9%. RXN SMILES: [C:1]1([C:7]2[S:8][C:9](=[O:12])[NH:10][N:11]=2)[CH:6]=[CH:5][CH:4]=[CH:3][CH:2]=1.C(=O)([O-])[O-].[K+].[K+].[CH2:19](Br)[C:20]#[CH:21]>CC(C)=O>[C:1]1([C:7]2[S:8][C:9](=[O:12])[N:10]([CH2:21][C:20]#[CH:19])[N:11]=2)[CH:2]=[CH:3][CH:4]=[CH:5][CH:6]=1 |f:1.2.3|. Procedure details: To the solution of 2-phenyl-1,3,4-thiadiazolin-5-one (3 g, 16.85 mmole) in dry acetone (30 ml) under nitrogen with magnetic stirring was added potassium carbonate (3 g, 22 mmole), followed by propargyl bromide (3 g, 80% in toluene, 20 mmole) at room temperature. The mixture was refluxed for one hour. The reaction mixture was cooled down to room temperature and the solid was filtered off by suction-filtration. The filtrate was diluted with ether (200 ml) and washed with water (2×50 ml) and brine....